This data is from the Open Reaction Database (ORD), a public repository of structured organic reaction records. The task is: describe an organic reaction: reactants, conditions, products, and yield Starting materials: atmosphere, solution, C[Mg]Br (methyl magnesium bromide), BrC1=C(C=C(C=NS(=O)(=O)C(C)(C)C)C=C1)F (2-methyl-propane-2-sulfonic acid 4-bromo-3-fluoro-benzylideneamide). Run in C1CCOC1 (THF), C1CCOC1 (THF). Reaction conditions: time 2 hour. The product is BrC1=C(C=C(C=C1)C(C)NS(=O)(=O)C(C)(C)C)F (2-Methyl-propane-2-sulfonic acid [1-(4-bromo-3-fluoro-phenyl)-ethyl]amide). Reaction SMILES: [CH3:1][Mg]Br.[Br:4][C:5]1[CH:19]=[CH:18][C:8]([CH:9]=[N:10][S:11]([C:14]([CH3:17])([CH3:16])[CH3:15])(=[O:13])=[O:12])=[CH:7][C:6]=1[F:20]>C1COCC1>[Br:4][C:5]1[CH:19]=[CH:18][C:8]([CH:9]([NH:10][S:11]([C:14]([CH3:16])([CH3:17])[CH3:15])(=[O:13])=[O:12])[CH3:1])=[CH:7][C:6]=1[F:20]. Procedure details: Under inert gas atmosphere 37.2 mL (112 mmol) of a 3N solution of methyl magnesium bromide in THF are added dropwise to 17.1 g (55.8 mmol) 2-methyl-propane-2-sulfonic acid 4-bromo-3-fluoro-benzylideneamide (IX.1) in 170 mL THF at −78° C. The cooling bath is removed and stirring is continued for 2 h. After that time, the mixture is poured into sat. NH4Cl-solution (300 mL) and extracted with EtOAc. The organic layer is separated, washed with brine and dried over sodium sulphate. The solvent is rem... Starting materials: CON, CC(C)(C)c1cc(N=C=O)no1, C1CCOC1. Yields the product CONC(=O)Nc1cc(C(C)(C)C)on1. Reaction SMILES: [CH3:1][O:2][NH2:3].[N:4](=[C:5]=[O:6])[c:7]1[n:8][o:9][c:10]([C:12]([CH3:13])([CH3:14])[CH3:15])[cH:11]1.[O:16]1[CH2:17][CH2:18][CH2:19][CH2:20]1>>[CH3:1][O:2][NH:3][C:5]([NH:4][c:7]1[n:8][o:9][c:10]([C:12]([CH3:13])([CH3:14])[CH3:15])[cH:11]1)=[O:6]. Starting materials: C(CCCC)O (pentanol), CC(C)([O-])C (tert-butoxide), C(C)(C)(C)O (tert-butanol), [N+](=O)([O-])C1=CC=[N+](C=C1)[O-] (4-nitropyridine-N-oxide). Run in O (water), C(C)(=O)OCC (ethyl acetate). Conditions: time 1 hour. The product is C(CCCC)OC1=CC(NC=C1)=O (4-pentyloxy-1H-pyridin-2-one). Isolated yield 56.0%. As a reaction SMILES: [CH2:1]([OH:6])[CH2:2][CH2:3][CH2:4][CH3:5].CC(C)([O-])C.[C:12]([OH:16])([CH3:15])(C)C.[N+:17]([C:20]1C=C[N+]([O-])=[CH:22][CH:21]=1)([O-])=O>O.C(OCC)(=O)C>[CH2:1]([O:6][C:22]1[CH:21]=[CH:20][NH:17][C:12](=[O:16])[CH:15]=1)[CH2:2][CH2:3][CH2:4][CH3:5]. Procedure details: A solution of pentanol (2.7 g, 31 mmol) and tert-butoxide (3.5 g, 31 mmol) in solvent of tert-butanol was stirred for 1 hr at room temperature followed by addition of 4-nitropyridine-N-oxide (4 g, 28.6 mmol). After the reaction was done, the resulting solution was worked up with ethyl acetate and water, separated and the organic solvent was dried completely. After the addition of toluene, the solvent was removed under a reduced pressure. Acetic anhydride (40 ml) was added to the residual mixture... Reactants: ClC=1C=C(C=O)C=CC1OC (3-chloro-4-methoxybenzaldehyde), [BH4-].[Na+] (sodium borohydride). The solvent is C(C)O (ethanol), O1CCCC1 (tetrahydrofuran). Conditions: time 2 hour. Product: ClC=1C=C(CO)C=CC1OC (3-chloro-4-methoxybenzyl alcohol). Isolated yield 103.9%. RXN SMILES: [Cl:1][C:2]1[CH:3]=[C:4]([CH:7]=[CH:8][C:9]=1[O:10][CH3:11])[CH:5]=[O:6].[BH4-].[Na+]>C(O)C.O1CCCC1>[Cl:1][C:2]1[CH:3]=[C:4]([CH:7]=[CH:8][C:9]=1[O:10][CH3:11])[CH2:5][OH:6] |f:1.2|. Procedure: To a solution of 3-chloro-4-methoxybenzaldehyde (156 g) in a mixture of ethanol (750 ml) and tetrahydrofuran (500 ml) was added sodium borohydride (25 g) under ice-cooling. After stirring at ambient temperature for 2 hours, the mixture was partitioned between ethyl acetate and water. The organic layer was washed with water, 1N-hydrochloric acid, water, aqueous sodium bicarbonate and brine, successively, and dried over magnesium sulfate. Evaporation of the solvent gave 3-chloro-4-methoxybenzyl al...